From a dataset of the Open Reaction Database (ORD), a public repository of structured organic reaction records. describe an organic reaction: reactants, conditions, products, and yield The product is COc1cccc(NCc2cnc[nH]2)c1. The reactants are [BH4-], CO, COc1cccc(N)c1, O=Cc1c[nH]cn1, [Na+]. As a reaction SMILES: [BH4-:17].[CH3:19][OH:20].[CH3:1][O:2][c:3]1[cH:4][c:5]([NH2:9])[cH:6][cH:7][cH:8]1.[CH:10](=[O:11])[c:12]1[n:13][cH:14][nH:15][cH:16]1.[Na+:18]>>[CH3:1][O:2][c:3]1[cH:4][c:5]([NH:9][CH2:10][c:12]2[nH:13][cH:14][n:15][cH:16]2)[cH:6][cH:7][cH:8]1. Solvent: C1CCOC1 (THF), C1CCOC1 (THF). Yields the product C(C)N(CCCO)C(=O)OCC1=CC=CC=C1 (N-ethyl 3-benzyloxycarbonylamino-1-propanol). Starting materials: [F-].C(CCC)[N+](CCCC)(CCCC)CCCC (tetra-butylammonium fluoride), [Si](C)(C)(C(C)(C)C)OCCCN(CC)C(=O)OCC1=CC=CC=C1 (N-Ethyl 3-benzyloxycarbonylamino-1-propanol t-butyldimethylsilyl ether), C(C)(=O)OCC (Ethyl acetate), O (water), resultant mixture. Isolated yield 69.7%. Reaction SMILES: [Si]([O:8][CH2:9][CH2:10][CH2:11][N:12]([C:15]([O:17][CH2:18][C:19]1[CH:24]=[CH:23][CH:22]=[CH:21][CH:20]=1)=[O:16])[CH2:13][CH3:14])(C(C)(C)C)(C)C.[F-].C([N+](CCCC)(CCCC)CCCC)CCC.C(OCC)(=O)C.O>C1COCC1>[CH2:13]([N:12]([C:15]([O:17][CH2:18][C:19]1[CH:24]=[CH:23][CH:22]=[CH:21][CH:20]=1)=[O:16])[CH2:11][CH2:10][CH2:9][OH:8])[CH3:14] |f:1.2|. Procedure: N-Ethyl 3-benzyloxycarbonylamino-1-propanol t-butyldimethylsilyl ether (8.5 g) was dissolved in THF (120 ml), and to the resulting solution was added under ice-cooling a solution of 1N tetra-butylammonium fluoride in THF (48 ml). The resultant mixture was stirred at room temperature for 1 hour. Ethyl acetate and water were added to the reaction solution obtained. The organic layer so sepasated was washed with water and then dried over magnesium sulfate. The solvent was evaporated off from the so... The reactants are NC=1C=CC(=C(C1)NC(=O)NC1=NC=CN=C1)OC (1-(5-amino-2-methoxyphenyl)-3-pyrazin-2-yl-urea), NC=1C=CC(=C(C1)NC(=O)NC1=NC=CN=C1)OC (1-(5-amino-2-methoxyphenyl)-3-pyrazin-2-yl-urea), FC(C(=O)N1[C@H](C(=O)Cl)CCC1)(F)F (N-trifluoroacetyl-(S)-prolyl chloride). Yield: 16.6%. The solvent is N1=CC=CC=C1 (pyridine). Reported procedure: A solution of 1-(5-amino-methoxyphenyl)-3-pyrazin-2-yl-urea (Compound 14, Example 4) (105 mg, 0.4 mmol) in dry pyridine (2 mL) at 0° C. was treated with a solution of N-trifluoroacetyl-(S)-prolyl chloride (0.1 M in dichloromethane, 4.5 mL, 0.45 mmol) and stirred 2 h at room temperature. The reaction was quenched with 1 N HCl (50 mL) and extracted with ethyl acetate (3×50 mL). The combined organic layers were washed with 1 N HCl (2×20 mL), water (20 mL), brine (20 mL), dried over sodium sulfate, ... The product is COC1=C(C=C(C=C1)NC(=O)[C@H]1N(CCC1)C(C(F)(F)F)=O)NC(=O)NC1=NC=CN=C1 ((S)-1-(2,2,2-trifluoroethanoyl)pyrrolidine-2-carboxylic acid [4-methoxy-3-(3-pyrazin-2-yl-ureido)phenyl]-amide). As a reaction SMILES: [NH2:1][C:2]1[CH:3]=[CH:4][C:5]([O:18][CH3:19])=[C:6]([NH:8][C:9]([NH:11][C:12]2[CH:17]=[N:16][CH:15]=[CH:14][N:13]=2)=[O:10])[CH:7]=1.[F:20][C:21]([F:33])([F:32])[C:22]([N:24]1[CH2:31][CH2:30][CH2:29][C@H:25]1[C:26](Cl)=[O:27])=[O:23]>N1C=CC=CC=1>[CH3:19][O:18][C:5]1[CH:4]=[CH:3][C:2]([NH:1][C:26]([C@@H:25]2[CH2:29][CH2:30][CH2:31][N:24]2[C:22](=[O:23])[C:21]([F:33])([F:20])[F:32])=[O:27])=[CH:7][C:6]=1[NH:8][C:9]([NH:11][C:12]1[CH:17]=[N:16][CH:15]=[CH:14][N:13]=1)=[O:10]. Run at time 2 hour. Starting materials: Brc1ccc(Br)nc1, CN(C)C=O, OCc1ccc(F)cc1, [H-], [Na+], O. Yields the product Fc1ccc(COc2ccc(Br)cn2)cc1. Reaction SMILES: [Br:17][c:18]1[n:19][cH:20][c:21]([Br:24])[cH:22][cH:23]1.[CH3:1][N:2]([CH3:3])[CH:4]=[O:5].[F:6][c:7]1[cH:8][cH:9][c:10]([CH2:11][OH:12])[cH:13][cH:14]1.[H-:15].[Na+:16].[OH2:25]>>[F:6][c:7]1[cH:8][cH:9][c:10]([CH2:11][O:12][c:18]2[n:19][cH:20][c:21]([Br:24])[cH:22][cH:23]2)[cH:13][cH:14]1. Starting materials: C(C)(C)NC(C)C (diisopropylamine), [Li]CCCC (nBuLi), C1=CC=CC=2C(C3=C(C=CC21)C=CC=C3)C#N (5H-dibenzo[a,d]cycloheptene-5-carbonitrile), BrCCCC#N (4-bromobutyronitrile). The solvent is C1CCOC1 (THF), C1CCOC1 (THF), C1CCOC1 (THF). Conditions: temperature -5 celsius, time 20 minute. Yields the product C(#N)CCCC1(C2=C(C=CC3=C1C=CC=C3)C=CC=C2)C#N (5-(3-cyano-propyl)-5H-dibenzo[a,d]cycloheptene-5-carbonitrile). Isolated yield 78.1%. As a reaction SMILES: C(NC(C)C)(C)C.[Li]CCCC.[CH:13]1[C:23]2[CH:22]=[CH:21][C:20]3[CH:24]=[CH:25][CH:26]=[CH:27][C:19]=3[CH:18]([C:28]#[N:29])[C:17]=2[CH:16]=[CH:15][CH:14]=1.Br[CH2:31][CH2:32][CH2:33][C:34]#[N:35]>C1COCC1>[C:34]([CH2:33][CH2:32][CH2:31][C:18]1([C:28]#[N:29])[C:17]2[CH:16]=[CH:15][CH:14]=[CH:13][C:23]=2[CH:22]=[CH:21][C:20]2[CH:24]=[CH:25][CH:26]=[CH:27][C:19]1=2)#[N:35]. Procedure: To a −5° C. solution of diisopropylamine (0.143 ml, 1 mmol) in THF (1 ml) was added dropwise nBuLi (0.67 ml, 1.06 mmol, 1.6 M in hexane). After 20 minutes stirring at −5° C., a solution of 5H-dibenzo[a,d]cycloheptene-5-carbonitrile (prepared according to: Regnier G. J. et al. J. Med. Chem. 1992, 35, 2481-2496) (0.2 g, 0.9 mmol) in THF (1 ml) was added dropwise. After 15 minutes at −5° C., a solution of 4-bromobutyronitrile (0.1 ml, 1 mmol) in THF (1 ml) was added slowly. The reaction mixture was...